From a dataset of the Open Reaction Database (ORD), a public repository of structured organic reaction records. describe an organic reaction: reactants, conditions, products, and yield The reactants are CC(C)O, Cl, [Na+], [OH-], Cc1ccc(S(=O)(=O)n2ncc3c(-c4nnc(CN5CCOCC5)o4)cc(-c4cccc5[nH]ccc45)cc32)cc1. The product is c1cc(-c2cc(-c3nnc(CN4CCOCC4)o3)c3cn[nH]c3c2)c2cc[nH]c2c1. As a reaction SMILES: [CH:44]([OH:45])([CH3:46])[CH3:47].[ClH:43].[Na+:42].[OH-:41].[nH:1]1[cH:2][cH:3][c:4]2[c:5](-[c:10]3[cH:11][c:12](-[c:29]4[o:30][c:31]([CH2:34][N:35]5[CH2:36][CH2:37][O:38][CH2:39][CH2:40]5)[n:32][n:33]4)[c:13]4[cH:14][n:15][n:16]([S:19]([c:20]5[cH:21][cH:22][c:23]([CH3:24])[cH:25][cH:26]5)(=[O:27])=[O:28])[c:17]4[cH:18]3)[cH:6][cH:7][cH:8][c:9]12>>[nH:1]1[cH:2][cH:3][c:4]2[c:5](-[c:10]3[cH:11][c:12](-[c:29]4[o:30][c:31]([CH2:34][N:35]5[CH2:36][CH2:37][O:38][CH2:39][CH2:40]5)[n:32][n:33]4)[c:13]4[cH:14][n:15][nH:16][c:17]4[cH:18]3)[cH:6][cH:7][cH:8][c:9]12. Yields the product CCOP(OCC)C(NC(=O)c1c(OC)cccc1OC)C(=O)OC. RXN SMILES: [CH3:1][O:2][c:3]1[c:4]([C:5](=[O:6])[Cl:7])[c:8]([O:12][CH3:13])[cH:9][cH:10][cH:11]1.[Cl:41][CH2:42][Cl:43].[ClH:14].[NH2:15][CH:16]([C:17](=[O:18])[O:19][CH3:20])[P:21]([O:22][CH2:23][CH3:24])[O:25][CH2:26][CH3:27].[OH:28][C:29]([CH2:30][C:31]([C:32](=[O:33])[OH:34])([CH2:35][C:36](=[O:37])[OH:38])[OH:39])=[O:40]>>[CH3:1][O:2][c:3]1[c:4]([C:5](=[O:6])[NH:15][CH:16]([C:17](=[O:18])[O:19][CH3:20])[P:21]([O:22][CH2:23][CH3:24])[O:25][CH2:26][CH3:27])[c:8]([O:12][CH3:13])[cH:9][cH:10][cH:11]1. Reactants: COc1cccc(OC)c1C(=O)Cl, ClCCl, Cl, CCOP(OCC)C(N)C(=O)OC, O=C(O)CC(O)(CC(=O)O)C(=O)O. The reactants are O=C(Cl)Cl, CNOC, COC1CC1, ClCCl, Cl, c1ccncc1. Product: CON(C)C(=O)C1(OC)CC1. RXN SMILES: [C:1](=[O:2])([Cl:3])[Cl:4].[CH3:11][NH:12][O:13][CH3:14].[CH3:5][O:6][CH:7]1[CH2:8][CH2:9]1.[Cl:21][CH2:22][Cl:23].[ClH:10].[cH:15]1[cH:16][cH:17][n:18][cH:19][cH:20]1>>[C:1](=[O:2])([C:7]1([O:6][CH3:5])[CH2:8][CH2:9]1)[N:12]([CH3:11])[O:13][CH3:14]. The reactants are CC(C)(OC(=O)NCC(=O)NC(CC(=O)OCC)C=1C=NC=CC1)C (ethyl β-[[2-[[(1,1-dimethylethoxy) carbonyl]amino]-1-oxoethyl]amino]pyridine-3-propanoate), Cl (HCl). Solvent: O1CCOCC1 (dioxane), O1CCOCC1 (dioxane). Run at time 2 hour. Yields the product NCC(=O)NC(CC(=O)OCC)C=1C=NC=CC1 (ethyl β-[(2-amino-1-oxoethyl]amino]pyridine-3-propanoate). Yield: 135.2%. RXN SMILES: CC(C)(OC([NH:7][CH2:8][C:9]([NH:11][CH:12]([C:19]1[CH:20]=[N:21][CH:22]=[CH:23][CH:24]=1)[CH2:13][C:14]([O:16][CH2:17][CH3:18])=[O:15])=[O:10])=O)C.Cl>O1CCOCC1>[NH2:7][CH2:8][C:9]([NH:11][CH:12]([C:19]1[CH:20]=[N:21][CH:22]=[CH:23][CH:24]=1)[CH2:13][C:14]([O:16][CH2:17][CH3:18])=[O:15])=[O:10]. Procedure: 232 g (0.66 mole) of ethyl β-[[2-[[(1,1-dimethylethoxy)carbonyl]amino]-1-oxoethyl]amino]-pyridine-3-propanoate (from Step C) was dissolved in 1 liter of warm dioxane. After cooling to room temperature, 1.6 liters of 4M HCl in dioxane (Aldrich) was slowly added. A white precipitate formed after several minutes and then turned to a thick goo. After 2 hours, the solvent was decanted off. Ether was slurried and decanted several times until a white solid resulted. This was dried under vacuum to yield... The reactants are C1CCOC1, COC(=O)c1cn(C2CCC(NC(=O)Cc3c(F)cccc3Cl)CC2)nn1, CCOC(C)=O, [Li+], [OH-], O, O. The product is O=C(Cc1c(F)cccc1Cl)NC1CCC(n2cc(C(=O)O)nn2)CC1. Reaction SMILES: [CH2:38]1[O:39][CH2:40][CH2:41][CH2:42]1.[CH3:1][O:2][C:3](=[O:4])[c:5]1[n:6][n:7][n:8]([CH:10]2[CH2:11][CH2:12][CH:13]([NH:16][C:17]([CH2:18][c:19]3[c:20]([Cl:26])[cH:21][cH:22][cH:23][c:24]3[F:25])=[O:27])[CH2:14][CH2:15]2)[cH:9]1.[CH3:32][CH2:33][O:34][C:35]([CH3:36])=[O:37].[Li+:29].[OH-:28].[OH2:30].[OH2:31]>>[O:2]=[C:3]([OH:4])[c:5]1[n:6][n:7][n:8]([CH:10]2[CH2:11][CH2:12][CH:13]([NH:16][C:17]([CH2:18][c:19]3[c:20]([Cl:26])[cH:21][cH:22][cH:23][c:24]3[F:25])=[O:27])[CH2:14][CH2:15]2)[cH:9]1. The reactants are Cl (hydrochloric acid), C(C)(C)(C)OC(=O)N1C[C@@H](C[C@@H](C1)N(CC(C)C)C(=O)C1=NC2=C(N1CCCCOC)C=CC=C2)C(=O)O ((3R,5S)-1-(tert-Butoxycarbonyl)-5-[{[1-(4-methoxybutyl)-1H-benzimidazol-2-yl]carbonyl}(2-methylpropyl)amino]piperidine-3-carboxylic acid), OCC=1OC(OC1C)=O (4-(hydroxymethyl)-5-methyl-1,3-dioxol-2-one), C=1(C(=CC=CC1)S(=O)(=O)Cl)C (toluenesulfonyl chloride), C([O-])([O-])=O.[K+].[K+] (potassium carbonate). The reagents and catalysts are CN(C)C=1C=CN=CC1 (DMAP). Run in CC(=O)N(C)C (DMA). The product is Cl.Cl.COCCCCN1C(=NC2=C1C=CC=C2)C(=O)N([C@H]2C[C@H](CNC2)C(=O)OCC=2OC(OC2C)=O)CC(C)C ((5-methyl-2-oxo-1,3-dioxol-4-yl)methyl (3R,5S)-5-[{[1-(4-methoxybutyl)-1H-benzimidazol-2-yl]carbonyl}(2-methylpropyl)amino]piperidine-3-carboxylate dihydrochloride). Reaction SMILES: C(OC([N:8]1[CH2:13][C@@H:12]([N:14]([C:19]([C:21]2[N:25]([CH2:26][CH2:27][CH2:28][CH2:29][O:30][CH3:31])[C:24]3[CH:32]=[CH:33][CH:34]=[CH:35][C:23]=3[N:22]=2)=[O:20])[CH2:15][CH:16]([CH3:18])[CH3:17])[CH2:11][C@@H:10]([C:36]([OH:38])=[O:37])[CH2:9]1)=O)(C)(C)C.O[CH2:40][C:41]1[O:42][C:43](=[O:47])[O:44][C:45]=1[CH3:46].C1(C)C(S([Cl:57])(=O)=O)=CC=CC=1.C(=O)([O-])[O-].[K+].[K+].[ClH:65]>CC(N(C)C)=O.CN(C1C=CN=CC=1)C>[ClH:57].[ClH:65].[CH3:31][O:30][CH2:29][CH2:28][CH2:27][CH2:26][N:25]1[C:24]2[CH:32]=[CH:33][CH:34]=[CH:35][C:23]=2[N:22]=[C:21]1[C:19]([N:14]([CH2:15][CH:16]([CH3:18])[CH3:17])[C@@H:12]1[CH2:13][NH:8][CH2:9][C@H:10]([C:36]([O:38][CH2:40][C:41]2[O:42][C:43](=[O:47])[O:44][C:45]=2[CH3:46])=[O:37])[CH2:11]1)=[O:20] |f:3.4.5,9.10.11|. Procedure details: (3R,5S)-1-(tert-Butoxycarbonyl)-5-[{[1-(4-methoxybutyl)-1H-benzimidazol-2-yl]carbonyl}(2-methylpropyl)amino]piperidine-3-carboxylic acid (0.3 g) and 4-(hydroxymethyl)-5-methyl-1,3-dioxol-2-one (0.09 g) were dissolved in DMA (3.0 ml), toluenesulfonyl chloride (0.13 g), DMAP (0.014 g) and potassium carbonate (0.1 g) were added with stirring under ice-cooling, and the mixture was stirred for 6 hr under ice-cooling, and further at room temperature overnight. The reaction mixture was neutralized with... Reactants: CN, Cl, Cc1ccc(S(=O)(=O)OCC2Cc3cc(-c4ccccc4)cc(-c4ccccc4F)c3O2)cc1. Product: CNCC1Cc2cc(-c3ccccc3)cc(-c3ccccc3F)c2O1. RXN SMILES: [CH3:36][NH2:37].[ClH:1].[F:2][c:3]1[c:4](-[c:9]2[cH:10][c:11](-[c:30]3[cH:31][cH:32][cH:33][cH:34][cH:35]3)[cH:12][c:13]3[c:17]2[O:16][CH:15]([CH2:18][O:19][S:20]([c:21]2[cH:22][cH:23][c:24]([CH3:25])[cH:26][cH:27]2)(=[O:28])=[O:29])[CH2:14]3)[cH:5][cH:6][cH:7][cH:8]1>>[F:2][c:3]1[c:4](-[c:9]2[cH:10][c:11](-[c:30]3[cH:31][cH:32][cH:33][cH:34][cH:35]3)[cH:12][c:13]3[c:17]2[O:16][CH:15]([CH2:18][NH:37][CH3:36])[CH2:14]3)[cH:5][cH:6][cH:7][cH:8]1.